The task is: describe an organic reaction: reactants, conditions, products, and yield. This data is from the Open Reaction Database (ORD), a public repository of structured organic reaction records. The reactants are C(C1=CC=CC=C1)N1CCC23C1C(CC(=C3NC=3C=CC=CC23)C(=O)OC)CC(CO[Si](C)(C)C(C)(C)C)(C)C (methyl 3-benzyl-1,2,3,3a,4,5-hexahydro-4-[2,2-dimethyl-3-(t-butyldimethylsilyloxy)propyl]-7H-pyrrolo(2,3-d)carbazole-6-carboxylate), C1(=CC=C(C=C1)S(=O)(=O)O)C (p-toluenesulfonic acid), C(C)OCC (Ethyl ether), C(=O)([O-])[O-].[K+].[K+] (K2CO3). The solvent is C1CCOC1 (THF), O (water). Conditions: time 90 minute. The product is C(C1=CC=CC=C1)N1CCC23C1C(CC(=C3NC=3C=CC=CC23)C(=O)OC)CC(CO)(C)C (Methyl 3-Benzyl-1,2,3,3a,4,5-hexahydro-4-(2,2-dimethyl-3-hydroxypropyl)-7H-pyrrolo (2,3-d) carbazole-6-carboxylate). The yield is 97.3%. Reaction SMILES: [CH2:1]([N:8]1[CH:12]2[CH:13]([CH2:28][C:29]([CH3:40])([CH3:39])[CH2:30][O:31][Si](C(C)(C)C)(C)C)[CH2:14][C:15]([C:24]([O:26][CH3:27])=[O:25])=[C:16]3[NH:17][C:18]4[CH:19]=[CH:20][CH:21]=[CH:22][C:23]=4[C:11]23[CH2:10][CH2:9]1)[C:2]1[CH:7]=[CH:6][CH:5]=[CH:4][CH:3]=1.C1(C)C=CC(S(O)(=O)=O)=CC=1.C([O-])([O-])=O.[K+].[K+].C(OCC)C>C1COCC1.O>[CH2:1]([N:8]1[CH:12]2[CH:13]([CH2:28][C:29]([CH3:40])([CH3:39])[CH2:30][OH:31])[CH2:14][C:15]([C:24]([O:26][CH3:27])=[O:25])=[C:16]3[NH:17][C:18]4[CH:19]=[CH:20][CH:21]=[CH:22][C:23]=4[C:11]23[CH2:10][CH2:9]1)[C:2]1[CH:3]=[CH:4][CH:5]=[CH:6][CH:7]=1 |f:2.3.4|. Procedure details: To a solution of 873 mg (1.56 mmol) of methyl 3-benzyl-1,2,3,3a,4,5-hexahydro-4-[2,2-dimethyl-3-(t-butyldimethylsilyloxy)propyl]-7H-pyrrolo(2,3-d)carbazole-6-carboxylate in 30.5 mL of THF and 15 mL of water was added 5.24 g (20 eq) of p-toluenesulfonic acid. The reaction mixture was stirred for 90 min. At 20° C. and saturated aqueous K2CO3 solution was added until a pH=9-10 was obtained. Ethyl ether (100 mL) was added and the two layers were separated. The aqueous layer was extracted once with 1...